This data is from the Open Reaction Database (ORD), a public repository of structured organic reaction records. The task is: describe an organic reaction: reactants, conditions, products, and yield Starting materials: CCOCCOc1ccc(C=C(C)[N+](=O)[O-])cn1, CO, Cl, [Fe]. Yields the product CCOCCOc1ccc(CC(C)=O)cn1. Reaction SMILES: [CH2:2]([CH3:3])[O:4][CH2:5][CH2:6][O:7][c:8]1[n:9][cH:10][c:11]([CH:14]=[C:15]([CH3:16])[N+:17]([O-:18])=[O:19])[cH:12][cH:13]1.[CH3:20][OH:21].[ClH:1].[Fe:22]>>[CH2:2]([CH3:3])[O:4][CH2:5][CH2:6][O:7][c:8]1[n:9][cH:10][c:11]([CH2:14][C:15]([CH3:16])=[O:21])[cH:12][cH:13]1.